Dataset: the Open Reaction Database (ORD), a public repository of structured organic reaction records. Task: describe an organic reaction: reactants, conditions, products, and yield The reactants are C(C)(=O)OCC (ethyl acetate), BrC1=NC=CC2=C1C(=NN2)N (4-bromo-1H-pyrazolo[4,3-c]pyrid-3-ylamine), FC1=C(C=C(C=C1)C(F)(F)F)NC(=O)NC1=CC=C(C=C1)B1OC(C(O1)(C)C)(C)C (1-(2-fluoro-5-trifluoromethylphenyl)-3-[4-(4,4,5,5-tetramethyl-1,3,2-dioxaborolan-2-yl)phenyl]urea), C([O-])(O)=O.[Na+] (sodium bicarbonate). Solvent: O1CCOCC1 (dioxane), O (water), C=1C=CC(=CC1)[P](C=2C=CC=CC2)(C=3C=CC=CC3)[Pd]([P](C=4C=CC=CC4)(C=5C=CC=CC5)C=6C=CC=CC6)([P](C=7C=CC=CC7)(C=8C=CC=CC8)C=9C=CC=CC9)[P](C=1C=CC=CC1)(C=1C=CC=CC1)C=1C=CC=CC1 (tetrakis(triphenylphosphine)palladium). Reaction conditions: temperature 100 celsius. The product is NC1=NNC2=C1C(=NC=C2)C2=CC=C(C=C2)NC(=O)NC2=C(C=CC(=C2)C(F)(F)F)F (1-[4-(3-amino-1H-pyrazolo[4,3-c]pyrid-4-yl)phenyl]-3-(2-fluoro-5-trifluoromethylphenyl)urea). Yield: 31.8%. As a reaction SMILES: Br[C:2]1[C:7]2[C:8]([NH2:11])=[N:9][NH:10][C:6]=2[CH:5]=[CH:4][N:3]=1.[F:12][C:13]1[CH:18]=[CH:17][C:16]([C:19]([F:22])([F:21])[F:20])=[CH:15][C:14]=1[NH:23][C:24]([NH:26][C:27]1[CH:32]=[CH:31][C:30](B2OC(C)(C)C(C)(C)O2)=[CH:29][CH:28]=1)=[O:25].C(=O)(O)[O-].[Na+].C(OCC)(=O)C>O1CCOCC1.O.C1C=CC([P]([Pd]([P](C2C=CC=CC=2)(C2C=CC=CC=2)C2C=CC=CC=2)([P](C2C=CC=CC=2)(C2C=CC=CC=2)C2C=CC=CC=2)[P](C2C=CC=CC=2)(C2C=CC=CC=2)C2C=CC=CC=2)(C2C=CC=CC=2)C2C=CC=CC=2)=CC=1>[NH2:11][C:8]1[C:7]2[C:2]([C:30]3[CH:29]=[CH:28][C:27]([NH:26][C:24]([NH:23][C:14]4[CH:15]=[C:16]([C:19]([F:20])([F:22])[F:21])[CH:17]=[CH:18][C:13]=4[F:12])=[O:25])=[CH:32][CH:31]=3)=[N:3][CH:4]=[CH:5][C:6]=2[NH:10][N:9]=1 |f:2.3,^1:63,65,84,103|. Reported procedure: To a solution of 53 mg of 4-bromo-1H-pyrazolo[4,3-c]pyrid-3-ylamine in 6 mL of dioxane are added 127 mg of 1-(2-fluoro-5-trifluoromethylphenyl)-3-[4-(4,4,5,5-tetramethyl-1,3,2-dioxaborolan-2-yl)phenyl]urea, 60 mg of sodium bicarbonate in 1.8 mL of water and 30 mg of tetrakis(triphenylphosphine)palladium. The reaction is heated in a bath at 100° C. for 2 hours. The mixture is allowed to cool and ethyl acetate is then added. The mixture is washed with water. The organic phase is dried over magnesi... Reactants: Cc1c2ccccc2[nH]c1C=O, CC1=CN=C(C=C1)N, [C-]#[N+]C1CCCCC1. Reagents/catalysts: O=C(O)C(F)(F)F (trifluoroacetic acid). Run in CC(C)O (isopropyl alcohol), CC(C)O (isopropylalcohol). Conditions: temperature 22 celsius, time 20 hour. The product is Cc1ccc2nc(c3c(C)c4ccccc4[nH]3)c(NC3CCCCC3)n2c1. Isolated yield 54.6%. RXN SMILES: CC1=CC=C(N)N=C1.[C-]#[N+]C1CCCCC1.CC1=C(NC2=C1C=CC=C2)C=O>>CC1=C(NC2=C1C=CC=C2)C1=C(NC2CCCCC2)N2C=C(C)C=CC2=N1. Starting materials: FC(C(=O)O)(F)F.COC(=O)[C@H]1NC[C@H](C1)N=[N+]=[N-] ((2S,4S)-4-azido-pyrrolidine-2-carboxylic acid methyl ester trifluoroacetate salt), COC(=O)[C@H]1N(C[C@H](C1)N)CC1CCCCC1 ((2S,4S)-4-amino-1-cyclohexylmethyl-pyrrolidine-2-carboxylic acid methyl ester). Yields the product COC(=O)[C@H]1N(C[C@H](C1)N)CC1=CC=CC=C1 ((2S,4S)-4-Amino-1-benzyl-pyrrolidine-2-carboxylic acid methyl ester). RXN SMILES: FC(F)(F)C(O)=O.COC([C@@H]1C[C@H](N=[N+]=[N-])CN1)=O.[CH3:20][O:21][C:22]([C@@H:24]1[CH2:28][C@H:27]([NH2:29])[CH2:26][N:25]1[CH2:30][CH:31]1[CH2:36][CH2:35][CH2:34][CH2:33][CH2:32]1)=[O:23]>>[CH3:20][O:21][C:22]([C@@H:24]1[CH2:28][C@H:27]([NH2:29])[CH2:26][N:25]1[CH2:30][C:31]1[CH:36]=[CH:35][CH:34]=[CH:33][CH:32]=1)=[O:23] |f:0.1|. Reported procedure: (2S,4S)-4-Amino-1-benzyl-pyrrolidine-2-carboxylic acid methyl ester was prepared from (2S,4S)-4-azido-pyrrolidine-2-carboxylic acid methyl ester trifluoroacetate salt in a similar reaction sequence used in the preparation of (2S,4S)-4-amino-1-cyclohexylmethyl-pyrrolidine-2-carboxylic acid methyl ester. MS calcd. for C13H19N2O2 {(M+H)+} 235, obsd. 235. The reactants are Cl.NC(C1=CC=C(C=C1)P(O)=O)C1=CC=C(C=C1)OC (4-(amino(4-methoxyphenyl)methyl)phenylphosphinic acid hydrochloride), TEA, OC1=NC(=NC=C1C(=O)O)C=1N=NC=CC1 (4-hydroxy-2-(pyridazin-3-yl)pyrimidine-5-carboxylic acid). The solvent is ClCCl (dichloromethane), S(=O)(Cl)Cl (thionyl chloride). Reaction conditions: time 3 hour. Product: OC1=NC(=NC=C1C(=O)NC(C1=CC=C(C=C1)P(O)=O)C1=CC=C(C=C1)OC)C=1N=NC=CC1 (4-((4-hydroxy-2-(pyridazin-3-yl)pyrimidine-5-carboxamido)(4-methoxyphenyl)methyl)phenylphosphinic acid). The yield is 12.0%. As a reaction SMILES: [OH:1][C:2]1[C:7]([C:8]([OH:10])=O)=[CH:6][N:5]=[C:4]([C:11]2[N:12]=[N:13][CH:14]=[CH:15][CH:16]=2)[N:3]=1.Cl.[NH2:18][CH:19]([C:29]1[CH:34]=[CH:33][C:32]([O:35][CH3:36])=[CH:31][CH:30]=1)[C:20]1[CH:25]=[CH:24][C:23]([PH:26](=[O:28])[OH:27])=[CH:22][CH:21]=1>S(Cl)(Cl)=O.ClCCl>[OH:1][C:2]1[C:7]([C:8]([NH:18][CH:19]([C:29]2[CH:34]=[CH:33][C:32]([O:35][CH3:36])=[CH:31][CH:30]=2)[C:20]2[CH:25]=[CH:24][C:23]([PH:26](=[O:27])[OH:28])=[CH:22][CH:21]=2)=[O:10])=[CH:6][N:5]=[C:4]([C:11]2[N:12]=[N:13][CH:14]=[CH:15][CH:16]=2)[N:3]=1 |f:1.2|. Procedure details: 4-hydroxy-2-(pyridazin-3-yl)pyrimidine-5-carboxylic acid, 30-ie, (545 mg, 2.5 mmol) in 5 ml of thionyl chloride was heated at reflux overnight. Then it was concentrated under vacuum and the residue was dissolved in 10 ml of dichloromethane. To the mixture was added 4-(amino(4-methoxyphenyl)methyl)phenylphosphinic acid hydrochloride (1-1-e, 782.5 mg, 2.5 mmol) and TEA (505 mg, 5 mmol) in 10 ml of dichloromethane at 0° C. The mixture was stirred for 3 hours and then it was washed with sat. NH4Cl. ... Reactants: CC(=O)O, C1CCOC1, CCC(C(c1ccc2nc(N)sc2c1)n1ccnc1)N(C)C, CCN(C(C)C)C(C)C, CCOC(=O)Cl, ClCCl. Yields the product CCOC(=O)Nc1nc2ccc(C(C(CC)N(C)C)n3ccnc3)cc2s1. As a reaction SMILES: [C:41]([OH:42])(=[O:43])[CH3:44].[CH2:45]1[O:46][CH2:47][CH2:48][CH2:49]1.[CH3:1][N:2]([CH:3]([CH:4]([n:5]1[cH:6][n:7][cH:8][cH:9]1)[c:10]1[cH:11][c:12]2[c:13]([n:14][c:15]([NH2:17])[s:16]2)[cH:18][cH:19]1)[CH2:20][CH3:21])[CH3:22].[CH:23]([N:24]([CH2:25][CH3:26])[CH:27]([CH3:28])[CH3:29])([CH3:30])[CH3:31].[Cl:32][C:33](=[O:34])[O:35][CH2:36][CH3:37].[Cl:38][CH2:39][Cl:40]>>[CH3:1][N:2]([CH:3]([CH:4]([n:5]1[cH:6][n:7][cH:8][cH:9]1)[c:10]1[cH:11][c:12]2[c:13]([n:14][c:15]([NH:17][C:33](=[O:34])[O:35][CH2:36][CH3:37])[s:16]2)[cH:18][cH:19]1)[CH2:20][CH3:21])[CH3:22]. The reactants are Trioses, O=C[C@H](O)[C@@H](O)[C@@H](O)[C@H](O)CO (galactose), O=C[C@H](O)[C@@H](O)[C@@H](O)[C@H](O)CO (galactose), C(C(CO)(CO)N)O.Cl (Tris-HCl), OCC(=O)[C@@H](O)[C@@H](O)[C@H](O)CO (tagatose), N[C@@H](CS)C(=O)O.S(O)(O)(=O)=O.C1=CC=CC=2C3=CC=CC=C3NC12 (cystein carbazol-sulfuric acid), OCC(=O)[C@@H](O)[C@@H](O)[C@H](O)CO (tagatose), Keto Sugars, O=C[C@H](O)[C@@H](O)[C@@H](O)[C@H](O)CO (galactose), O=C[C@H](O)[C@@H](O)[C@@H](O)[C@H](O)CO (galactose), [Mg+2].[Cl-].[Cl-] (MgCl2), MnCl2, O=C[C@H](O)[C@@H](O)[C@@H](O)[C@H](O)CO (galactose). The product is O=C[C@@H](O)[C@H](O)[C@H](O)CO (Arabinose). As a reaction SMILES: [O:1]=[CH:2][C@@H:3]([C@H:5]([C@H:7]([C@@H:9](CO)[OH:10])[OH:8])[OH:6])[OH:4].C(O)C(N)(CO)CO.Cl.[Mg+2].[Cl-].[Cl-].N[C@H](C(O)=O)CS.S(=O)(=O)(O)O.C1C2NC3C(=CC=CC=3)C=2C=CC=1.OCC([C@H]([C@H]([C@@H](CO)O)O)O)=O>>[O:1]=[CH:2][C@H:3]([C@@H:5]([C@@H:7]([CH2:9][OH:10])[OH:8])[OH:6])[OH:4] |f:1.2,3.4.5,6.7.8|. Reported procedure: The isomerization of galactose was performed with a mixture of 25 μl of 100 mM galactose and 100 μl of the crude enzyme solution as a substrate at 60° C. for 1 hour. To measure the activity of galactose isomerization, 100 μl of the crude enzyme solution containing 40 mM of galactose as a substrate was mixed with 1 Ml of reaction buffer (50 mM Tris-HCl, pH 7.0), followed by reaction at 65° C. for 20 minutes. At that time, 5 mM of MgCl2 and 1 mM of MnCl2 were added to the reaction mixture. The act... The reactants are O=c1[nH]cnn1-c1ccc(OCC(F)(F)C(F)(F)C(F)(F)C(F)F)cc1, CC(O)C1(c2ccc(F)cc2F)CO1. Product: CC(n1cnn(-c2ccc(OCC(F)(F)C(F)(F)C(F)(F)C(F)F)cc2)c1=O)C1(c2ccc(F)cc2F)CO1. As a reaction SMILES: [F:15][C:16]([CH2:17][O:18][c:19]1[cH:20][cH:21][c:22](-[n:25]2[n:26][cH:27][nH:28][c:29]2=[O:30])[cH:23][cH:24]1)([C:31]([C:32]([CH:33]([F:34])[F:35])([F:36])[F:37])([F:38])[F:39])[F:40].[F:1][c:2]1[c:3]([C:9]2([CH:12]([CH3:13])[OH:14])[O:10][CH2:11]2)[cH:4][cH:5][c:6]([F:8])[cH:7]1>>[F:1][c:2]1[c:3]([C:9]2([CH:12]([CH3:13])[n:28]3[cH:27][n:26][n:25](-[c:22]4[cH:21][cH:20][c:19]([O:18][CH2:17][C:16]([F:15])([C:31]([C:32]([CH:33]([F:34])[F:35])([F:36])[F:37])([F:38])[F:39])[F:40])[cH:24][cH:23]4)[c:29]3=[O:30])[O:10][CH2:11]2)[cH:4][cH:5][c:6]([F:8])[cH:7]1. The reactants are N12CCC(CC1)(C2)C(O)(C2=CC=CC=C2)C2=CC=CC=C2 (1-azabicyclo[2.2.1]hept-4-yl(diphenyl)methanol), BrCC1=CC=C(C(=O)OC)C=C1 (methyl 4-(bromomethyl)benzoate), CC#N (CH3CN). Product: [Br-].OC(C12CC[N+](CC1)(C2)CCOC(=O)C2=CC=CC=C2)(C2=CC=CC=C2)C2=CC=CC=C2 (4-[hydroxy(diphenyl)methyl]-1-{2-[(phenylcarbonyl)oxy]ethyl}-1-azoniabicyclo[2.2.1]heptane bromide). The yield is 7.0%. RXN SMILES: [N:1]12[CH2:7][C:4]([C:8]([C:16]3[CH:21]=[CH:20][CH:19]=[CH:18][CH:17]=3)([C:10]3[CH:15]=[CH:14][CH:13]=[CH:12][CH:11]=3)[OH:9])([CH2:5][CH2:6]1)[CH2:3][CH2:2]2.[Br:22]C[C:24]1[CH:33]=[CH:32][C:27]([C:28]([O:30][CH3:31])=[O:29])=[CH:26][CH:25]=1.[CH3:34]C#N>>[Br-:22].[OH:9][C:8]([C:16]1[CH:21]=[CH:20][CH:19]=[CH:18][CH:17]=1)([C:10]1[CH:15]=[CH:14][CH:13]=[CH:12][CH:11]=1)[C:4]12[CH2:7][N+:1]([CH2:34][CH2:31][O:30][C:28]([C:27]3[CH:32]=[CH:33][CH:24]=[CH:25][CH:26]=3)=[O:29])([CH2:6][CH2:5]1)[CH2:2][CH2:3]2 |f:3.4|. Procedure: Following the general procedure outlined in Example 1, 1-azabicyclo[2.2.1]hept-4-yl(diphenyl)methanol (32.2 mg, 0.115 mmol) and methyl 4-(bromomethyl)benzoate (0.03 mL, 0.19 mmol) in 2 CH3CN/3 CHCl3 (2.5 mL) were reacted to give the desired product (4 mg, 7%). EI-MS m/z 428 (M+) Rt (1.69 min). Starting materials: C1(=CC=CC=C1)P(OC1=CC=CC=C1)OC1=CC=CC=C1 (diphenyl phenylphosphonite), C(C)=O (acetaldehyde), N1(CCCCC1)S(=O)(=O)N (piperidinosulfonylamine). Run in ClC1=CC=CC=C1 (chlorobenzene). Yields the product C1(=CC=CC=C1)OP(=O)(C1=CC=CC=C1)C(C)NS(=O)(=O)N1CCCCC1 (Phenyl[1-(piperidinosulfonylamino)ethyl]phenylphosphinate). Yield: 75.0%. Reaction SMILES: [C:1]1([P:7]([O:15][C:16]2[CH:21]=[CH:20][CH:19]=[CH:18][CH:17]=2)[O:8]C2C=CC=CC=2)[CH:6]=[CH:5][CH:4]=[CH:3][CH:2]=1.[CH:22](=O)[CH3:23].[N:25]1([S:31]([NH2:34])(=[O:33])=[O:32])[CH2:30][CH2:29][CH2:28][CH2:27][CH2:26]1>ClC1C=CC=CC=1>[C:16]1([O:15][P:7]([CH:22]([NH:34][S:31]([N:25]2[CH2:30][CH2:29][CH2:28][CH2:27][CH2:26]2)(=[O:33])=[O:32])[CH3:23])([C:1]2[CH:2]=[CH:3][CH:4]=[CH:5][CH:6]=2)=[O:8])[CH:17]=[CH:18][CH:19]=[CH:20][CH:21]=1. Reported procedure: This compound is obtained in 75% yield in a crude form from a mixture of equimolar quantities of diphenyl phenylphosphonite, acetaldehyde, and piperidinosulfonylamine in chlorobenzene. Recrystallization of a portion twice from acetonitrile gives a white solid product: mp 152°-165°; 31P nmr(DMSO-d6) -38.4 ppm.